The task is: describe an organic reaction: reactants, conditions, products, and yield. This data is from the Open Reaction Database (ORD), a public repository of structured organic reaction records. Starting materials: C(C)(C)(C)O[K] (tBuOK), C(C)(C)OC(=O)N1CCC(CC1)O (4-Hydroxy-piperidine-1-carboxylic acid isopropyl ester), ClC1=NC(=NC(=C1)Cl)C (4,6-Dichloro-2-methyl-pyrimidine). Run in C1CCOC1 (THF), C1CCOC1 (THF). Run at time 8 hour. The product is C(C)(C)OC(=O)N1CCC(CC1)OC1=NC(=NC(=C1)Cl)C (4-(6-Chloro-2-methyl-pyrimidin-4-yloxy)-piperidine-1-carboxylic acid isopropyl ester). The yield is 31.9%. Reaction SMILES: Cl[C:2]1[CH:7]=[C:6]([Cl:8])[N:5]=[C:4]([CH3:9])[N:3]=1.C(O[K])(C)(C)C.[CH:16]([O:19][C:20]([N:22]1[CH2:27][CH2:26][CH:25]([OH:28])[CH2:24][CH2:23]1)=[O:21])([CH3:18])[CH3:17]>C1COCC1>[CH:16]([O:19][C:20]([N:22]1[CH2:23][CH2:24][CH:25]([O:28][C:2]2[CH:7]=[C:6]([Cl:8])[N:5]=[C:4]([CH3:9])[N:3]=2)[CH2:26][CH2:27]1)=[O:21])([CH3:18])[CH3:17]. Procedure: 4,6-Dichloro-2-methyl-pyrimidine (163 mg, 1 mmol) was dissolved in 4 mL of THF. A solution of tBuOK (112 mg, 1 mmol) and 2a (187 mg, 1 mmol) in 2 mL of THF was added slowly at room temperature. The mixture was stirred at room temperature for 8 h and quenched with a saturated solution of NH4Cl. The mixture was diluted with water and extracted with DCM. The organic layer was isolated, dried, filtered and evaporated to give 100 mg of 14a. The reactants are [Ba+2], N#CC1CN(Cc2ccccc2)C1, O=C=O, [OH-], [OH-]. The product is O=C(O)C1CN(Cc2ccccc2)C1. RXN SMILES: [Ba+2:18].[CH2:1]([c:2]1[cH:3][cH:4][cH:5][cH:6][cH:7]1)[N:8]1[CH2:9][CH:10]([C:12]#[N:13])[CH2:11]1.[O:14]=[C:15]=[O:16].[OH-:17].[OH-:19]>>[CH2:1]([c:2]1[cH:3][cH:4][cH:5][cH:6][cH:7]1)[N:8]1[CH2:9][CH:10]([C:15](=[O:14])[OH:16])[CH2:11]1. The reactants are CC(=O)Cl, Cl, COc1cc(OCC2CC2)c(-c2ncnc3c(C(=O)NC4CCCNC4)c[nH]c23)cc1F. The product is COc1cc(OCC2CC2)c(-c2ncnc3c(C(=O)NC4CCCN(C(C)=O)C4)c[nH]c23)cc1F. As a reaction SMILES: [CH3:34][C:35]([Cl:36])=[O:37].[ClH:1].[NH:2]1[CH2:3][CH:4]([NH:8][C:9](=[O:10])[c:11]2[cH:12][nH:13][c:14]3[c:15]2[n:16][cH:17][n:18][c:19]3-[c:20]2[c:21]([O:29][CH2:30][CH:31]3[CH2:32][CH2:33]3)[cH:22][c:23]([O:27][CH3:28])[c:24]([F:26])[cH:25]2)[CH2:5][CH2:6][CH2:7]1>>[N:2]1([C:35]([CH3:34])=[O:37])[CH2:3][CH:4]([NH:8][C:9](=[O:10])[c:11]2[cH:12][nH:13][c:14]3[c:15]2[n:16][cH:17][n:18][c:19]3-[c:20]2[c:21]([O:29][CH2:30][CH:31]3[CH2:32][CH2:33]3)[cH:22][c:23]([O:27][CH3:28])[c:24]([F:26])[cH:25]2)[CH2:5][CH2:6][CH2:7]1. The reactants are Clc1ccc(SCC#CCOc2ccccc2)cc1, O=C(OO)c1cccc(Cl)c1, ClCCl. Reaction SMILES: [Cl:12][c:13]1[cH:14][cH:15][c:16]([S:19][CH2:20][C:21]#[C:22][CH2:23][O:24][c:25]2[cH:26][cH:27][cH:28][cH:29][cH:30]2)[cH:17][cH:18]1.[Cl:1][c:2]1[cH:3][c:4]([C:9](=[O:6])[O:10][OH:11])[cH:5][cH:7][cH:8]1.[Cl:31][CH2:32][Cl:33]>>[O:6]=[S:19]([c:16]1[cH:15][cH:14][c:13]([Cl:12])[cH:18][cH:17]1)[CH2:20][C:21]#[C:22][CH2:23][O:24][c:25]1[cH:26][cH:27][cH:28][cH:29][cH:30]1. Product: O=S(CC#CCOc1ccccc1)c1ccc(Cl)cc1. The reactants are C(C)(C)(C)OC(=O)N(S(=O)(=O)C)C1=C(C=C(C(=O)OCCC(=O)O[C@@H](CC2=C(C=[N+](C=C2Cl)[O-])Cl)C2=CC(=C(C=C2)OC(F)F)OCC2CC2)C=C1)OCC1CC1 ((S)-4-(2-(3-(4-(N-(tert-butoxycarbonyl)methylsulfonamido)-3-(cyclopropylmethoxy)benzoyloxy)propanoyloxy)-2-(3-(cyclopropylmethoxy)-4-(difluoromethoxy)phenyl)ethyl)-3,5-dichloropyridine 1-oxide), O1CCOCC1 (dioxane). Run in C(Cl)Cl (DCM), Cl (HCl). Run at time 4 day. The product is ClC=1C=[N+](C=C(C1C[C@H](OC(CCOC(C1=CC(=C(C=C1)NS(=O)(=O)C)OCC1CC1)=O)=O)C1=CC(=C(C=C1)OC(F)F)OCC1CC1)Cl)[O-] ((S)-3,5-dichloro-4-(2-(3-(cyclopropylmethoxy)-4-(difluoromethoxy)phenyl)-2-(3-(3-(cyclopropylmethoxy)-4-(methylsulfonamido)benzoyloxy)propanoyloxy)ethyl)-pyridine 1-oxide). Yield: 85.7%. RXN SMILES: C(OC([N:8]([C:13]1[CH:52]=[CH:51][C:16]([C:17]([O:19][CH2:20][CH2:21][C:22]([O:24][C@H:25]([C:36]2[CH:41]=[CH:40][C:39]([O:42][CH:43]([F:45])[F:44])=[C:38]([O:46][CH2:47][CH:48]3[CH2:50][CH2:49]3)[CH:37]=2)[CH2:26][C:27]2[C:32]([Cl:33])=[CH:31][N+:30]([O-:34])=[CH:29][C:28]=2[Cl:35])=[O:23])=[O:18])=[CH:15][C:14]=1[O:53][CH2:54][CH:55]1[CH2:57][CH2:56]1)[S:9]([CH3:12])(=[O:11])=[O:10])=O)(C)(C)C.O1CCOCC1>C(Cl)Cl.Cl>[Cl:35][C:28]1[CH:29]=[N+:30]([O-:34])[CH:31]=[C:32]([Cl:33])[C:27]=1[CH2:26][C@@H:25]([C:36]1[CH:41]=[CH:40][C:39]([O:42][CH:43]([F:44])[F:45])=[C:38]([O:46][CH2:47][CH:48]2[CH2:50][CH2:49]2)[CH:37]=1)[O:24][C:22](=[O:23])[CH2:21][CH2:20][O:19][C:17](=[O:18])[C:16]1[CH:51]=[CH:52][C:13]([NH:8][S:9]([CH3:12])(=[O:11])=[O:10])=[C:14]([O:53][CH2:54][CH:55]2[CH2:56][CH2:57]2)[CH:15]=1. Reported procedure: To a solution of (S)-4-(2-(3-(4-(N-(tert-butoxycarbonyl)methylsulfonamido)-3-(cyclopropylmethoxy)benzoyloxy)propanoyloxy)-2-(3-(cyclopropylmethoxy)-4-(difluoromethoxy)phenyl)ethyl)-3,5-dichloropyridine 1-oxide (0.450 g, 0.523 mmol) in dry DCM (15 ml), 4M HCl in dioxane (0.654 ml, 2.62 mmol) was added. The resulting mixture was stirred at RT for 4 days. The solvent was evaporated and the residue was purified by trituration with Et2O (30 ml) affording (S)-3,5-dichloro-4-(2-(3-(cyclopropylmethoxy)-...